The task is: describe an organic reaction: reactants, conditions, products, and yield. This data is from the Open Reaction Database (ORD), a public repository of structured organic reaction records. Reactants: BrC1=CC(=C(CC=2C(=NN(C2C#N)C2=C(C=CC(=C2)[N+](=O)[O-])Cl)CCCC)C=C1)F (4-(4-bromo-2-fluorobenzyl)-3-n-butyl-1-(2-chloro-5-nitrophenyl)-1H-pyrazole-5-carbonitrile). Reagents/catalysts: [Pt]=O (platinum oxide). Yields the product NC=1C=CC(=C(C1)N1N=C(C(=C1C#N)CC1=C(C=C(C=C1)Br)F)CCCC)Cl (1-(5-Amino-2-chlorophenyl)-4-(4-bromo-2-fluorobenzyl)-3-n-butyl-1H-pyrazole-5-carbonitrile). Isolated yield 96.0%. Reaction SMILES: [Br:1][C:2]1[CH:29]=[CH:28][C:5]([CH2:6][C:7]2[C:8]([CH2:24][CH2:25][CH2:26][CH3:27])=[N:9][N:10]([C:14]3[CH:19]=[C:18]([N+:20]([O-])=O)[CH:17]=[CH:16][C:15]=3[Cl:23])[C:11]=2[C:12]#[N:13])=[C:4]([F:30])[CH:3]=1>[Pt]=O>[NH2:20][C:18]1[CH:17]=[CH:16][C:15]([Cl:23])=[C:14]([N:10]2[C:11]([C:12]#[N:13])=[C:7]([CH2:6][C:5]3[CH:28]=[CH:29][C:2]([Br:1])=[CH:3][C:4]=3[F:30])[C:8]([CH2:24][CH2:25][CH2:26][CH3:27])=[N:9]2)[CH:19]=1. Procedure details: By the procedure of Example 1, Step I, 4-(4-bromo-2-fluorobenzyl)-3-n-butyl-1-(2-chloro-5-nitrophenyl)-1H-pyrazole-5-carbonitrile (from Step F) was hydrogenated in the presence of platinum oxide catalyst to give a 96% yield of the title compound as a tacky, orange oil; nearly homogeneous by TLC in 3:1 hexane-EtOAc; mass spectrum (FAB) m/e 461, 463 (M+1)+. 200 MHz 1H NMR (CDCl3) δ0.89 (t, J=7.2 Hz, 3H), 1.33 (m, 2H), 1.58 (m, 2H), 2.58 (t, J=7.7 Hz, 2H), 3.94 (s, 2H), 6.69-6.75 (m, 2H), 7.03 (dd,...